Dataset: the Open Reaction Database (ORD), a public repository of structured organic reaction records. Task: describe an organic reaction: reactants, conditions, products, and yield Reactants: C(C)OCC (diethyl ether), ClC=1C=C(C=CC1)[C@H]1CCC(N[C@@H]1C1=CC=C(C=C1)Cl)=O ((5R,6S)-5-(3-chlorophenyl)-6-(4-chlorophenyl)piperidin-2-one), Cl (hydrochloric acid), C1(=CC=CC=C1)C (toluene). Conditions: time 2 hour. Product: [Cl-].C(=O)(O)CC[C@@H]([C@H]([NH3+])C1=CC=C(C=C1)Cl)C1=CC(=CC=C1)Cl ((1S,2R)-4-Carboxy-2-(3-chlorophenyl)-1-(4-chlorophenyl)butan-1-aminium chloride). Reaction SMILES: [Cl:1][C:2]1[CH:3]=[C:4]([C@@H:8]2[C@@H:13]([C:14]3[CH:19]=[CH:18][C:17]([Cl:20])=[CH:16][CH:15]=3)[NH:12][C:11](=[O:21])[CH2:10][CH2:9]2)[CH:5]=[CH:6][CH:7]=1.Cl.C1(C)C=CC=CC=1.C([O:32]CC)C>>[Cl-:1].[C:11]([CH2:10][CH2:9][C@H:8]([C:4]1[CH:5]=[CH:6][CH:7]=[C:2]([Cl:1])[CH:3]=1)[C@@H:13]([C:14]1[CH:19]=[CH:18][C:17]([Cl:20])=[CH:16][CH:15]=1)[NH3+:12])([OH:21])=[O:32] |f:4.5|. Procedure details: A suspension of (5R,6S)-5-(3-chlorophenyl)-6-(4-chlorophenyl)piperidin-2-one (Example 1, Step E, 29 g, 91 mmol) in 5 M hydrochloric acid (91 mL, 453 mmol) was brought to reflux. After 2 h, TLC indicated complete consumption of starting material to the ring opened product (elution with 75% ethyl acetate in hexanes; Rf starting material=0.5, Rf product=0.0). The reaction contents were co-distilled with toluene (4×100 mL) then brought to dryness. Solids were suspended in diethyl ether (100 mL), fil... Starting materials: C(CC)N(C(=O)C=1C=C(C(=O)OC)C=C(C1)I)CCC (methyl 3-[(dipropylamino)carbonyl]-5-iodobenzoate), [Cl-] (chloride), solution, O(CC)CN1C=NC=C1 (1-ethoxylmethylimidazole), C(CCC)[Li] (n-butyllithium), palladium(0)tetrakis(triphenylphosphine). Reagents/catalysts: [Zn] (zinc). Solvent: C(C)(=O)OCC (ethyl acetate), C(C)OCC (diethyl ether), O1CCCC1 (tetrahydrofuran). Run at temperature 0 celsius, time 30 minute. The product is C(CC)N(C(=O)C=1C=C(C(=O)OC)C=C(C1)C=1N(C=CN1)COCC)CCC (Methyl 3-[(dipropylamino)carbonyl]-5-[1-(ethoxymethyl)-1H-imidazol-2-yl]benzoate). Reaction SMILES: [O:1]([CH2:4][N:5]1[CH:9]=[CH:8][N:7]=[CH:6]1)[CH2:2][CH3:3].C([Li])CCC.[Cl-].[CH2:16]([N:19]([CH2:33][CH2:34][CH3:35])[C:20]([C:22]1[CH:23]=[C:24]([CH:29]=[C:30](I)[CH:31]=1)[C:25]([O:27][CH3:28])=[O:26])=[O:21])[CH2:17][CH3:18]>O1CCCC1.C(OCC)C.C(OCC)(=O)C.[Zn]>[CH2:33]([N:19]([CH2:16][CH2:17][CH3:18])[C:20]([C:22]1[CH:23]=[C:24]([CH:29]=[C:30]([C:6]2[N:5]([CH2:4][O:1][CH2:2][CH3:3])[CH:9]=[CH:8][N:7]=2)[CH:31]=1)[C:25]([O:27][CH3:28])=[O:26])=[O:21])[CH2:34][CH3:35]. Procedure: To a −70° C. stirred solution of 1-ethoxylmethylimidazole (J. Am. Chem. Soc. 1978, 100, 3918) (420 mg, 3.3 mmol) in tetrahydrofuran (10 mL) is added n-butyllithium (1.6 M in hexanes, 2.3 mL, 3.6 mmol). After 30 min, zinc. chloride (9.9 mL of a 1 M solution in diethyl ether, 9.9 mmol) is added and the reaction mixture is warmed to 0° C. for 1 h. To this mixture is then added methyl 3-[(dipropylamino)carbonyl]-5-iodobenzoate (1.17 g, 3 mmol) followed by palladium(0)tetrakis(triphenylphosphine) (17...